This data is from the Open Reaction Database (ORD), a public repository of structured organic reaction records. The task is: describe an organic reaction: reactants, conditions, products, and yield Procedure: A mixture was 85 g of 3-methyl-4-phenylthiobenzoic acid, 20 ml of concentrated sulfuric acid, and 1.2 liters of methanol was refluxed for 4 hours while stirring. After reaction, the reaction mixture was concentrated in vacuo, and 1.5 liters of ethyl acetate was added to the residue, and the mixture was washed with saturated brine (400 ml×3), and dried with anhydrous sodium sulfate, concentrated in vacuo, and methyl 3-methyl-4-phenylthiobenzoate was obtained (80.33 g). Yields the product CC=1C=C(C(=S)OC)C=CC1C1=CC=CC=C1 (methyl 3-methyl-4-phenylthiobenzoate). Reaction SMILES: [CH3:1][C:2]1[CH:3]=[C:4]([CH:8]=[CH:9][C:10]=1[C:11]1[CH:16]=[CH:15][CH:14]=[CH:13][CH:12]=1)[C:5]([OH:7])=[S:6].S(=O)(=O)(O)O.[CH3:22]O>>[CH3:1][C:2]1[CH:3]=[C:4]([CH:8]=[CH:9][C:10]=1[C:11]1[CH:16]=[CH:15][CH:14]=[CH:13][CH:12]=1)[C:5]([O:7][CH3:22])=[S:6]. Starting materials: CC=1C=C(C(=S)O)C=CC1C1=CC=CC=C1 (3-methyl-4-phenylthiobenzoic acid), S(O)(O)(=O)=O (sulfuric acid), CO (methanol).